Dataset: the Open Reaction Database (ORD), a public repository of structured organic reaction records. Task: describe an organic reaction: reactants, conditions, products, and yield Starting materials: O=C([O-])[O-], Cc1cc(NC(=O)CCl)ccc1C(=O)N1CCCCc2ccccc21, CN(C)C=O, CCOC(C)=O, [I-], [K+], [K+], [Na+], Oc1cccc2c1CCCC2. Product: Cc1cc(NC(=O)COc2cccc3c2CCCC3)ccc1C(=O)N1CCCCc2ccccc21. As a reaction SMILES: [C:26](=[O:27])([O-:28])[O-:29].[CH3:1][c:2]1[c:3]([C:4](=[O:5])[N:6]2[CH2:7][CH2:8][CH2:9][CH2:10][c:11]3[c:12]2[cH:13][cH:14][cH:15][cH:16]3)[cH:17][cH:18][c:19]([NH:21][C:22]([CH2:23][Cl:24])=[O:25])[cH:20]1.[CH3:45][N:46]([CH3:47])[CH:48]=[O:49].[CH3:50][CH2:51][O:52][C:53](=[O:54])[CH3:55].[I-:33].[K+:30].[K+:31].[Na+:32].[OH:34][c:35]1[cH:36][cH:37][cH:38][c:39]2[c:44]1[CH2:43][CH2:42][CH2:41][CH2:40]2>>[CH3:1][c:2]1[c:3]([C:4](=[O:5])[N:6]2[CH2:7][CH2:8][CH2:9][CH2:10][c:11]3[c:12]2[cH:13][cH:14][cH:15][cH:16]3)[cH:17][cH:18][c:19]([NH:21][C:22]([CH2:23][O:34][c:35]2[cH:36][cH:37][cH:38][c:39]3[c:44]2[CH2:43][CH2:42][CH2:41][CH2:40]3)=[O:25])[cH:20]1. The reactants are CC(C[N+](=O)[O-])c1ccccc1, CC(=C[N+](=O)[O-])c1ccccc1. The product is C=C(C[N+](=O)[O-])c1ccccc1. Reaction SMILES: [N+:13]([CH2:14][CH:15]([c:16]1[cH:17][cH:18][cH:19][cH:20][cH:21]1)[CH3:22])([O-:23])=[O:24].[N+:1](=[O:2])([O-:3])[CH:4]=[C:5]([CH3:6])[c:7]1[cH:8][cH:9][cH:10][cH:11][cH:12]1>>[N+:1](=[O:2])([O-:3])[CH2:4][C:5](=[CH2:6])[c:7]1[cH:8][cH:9][cH:10][cH:11][cH:12]1.